The task is: describe an organic reaction: reactants, conditions, products, and yield. This data is from the Open Reaction Database (ORD), a public repository of structured organic reaction records. Reactants: [H-].[Na+] (sodium hydride), [Cl-].[NH4+] (ammonium chloride), COC=1C=C(C=C(C1OC)OC)O (3,4,5-trimethoxyphenol), BrC1=CC=C(CBr)C=C1 (4-bromobenzyl bromide). Solvent: CN(C=O)C (dimethylformamide). The product is COC=1C=C(C=C(C1OC)OC)OCC1=CC=C(C=C1)Br (4-bromobenzyl 3,4,5-trimethoxyphenyl ether). Yield: 84.4%. As a reaction SMILES: [H-].[Na+].[CH3:3][O:4][C:5]1[CH:6]=[C:7]([OH:15])[CH:8]=[C:9]([O:13][CH3:14])[C:10]=1[O:11][CH3:12].[Br:16][C:17]1[CH:24]=[CH:23][C:20]([CH2:21]Br)=[CH:19][CH:18]=1.[Cl-].[NH4+]>CN(C)C=O>[CH3:14][O:13][C:9]1[CH:8]=[C:7]([O:15][CH2:21][C:20]2[CH:23]=[CH:24][C:17]([Br:16])=[CH:18][CH:19]=2)[CH:6]=[C:5]([O:4][CH3:3])[C:10]=1[O:11][CH3:12] |f:0.1,4.5|. Procedure details: To a solution of 1.46 g (36.5 mmol) of sodium hydride contained at 60% in mineral oil in dry dimethylformamide (50 ml) was added 2.02 g (11.0 mmol) of 3,4,5-trimethoxyphenol in an atmosphere of argon, and the mixture was allowed to react at 0° C. for 15 min. To the reaction mixture was added 3.60 g (14.4 mmol) of 4-bromobenzyl bromide. The resulting mixture was reacted at room temperature for 24 hours. To the reaction mixture at 0° C. was added a saturated aqueous solution of ammonium chloride f... Reactants: NC1=NC=NC2=CC=C(C=C12)CC (4-amino-6-ethylquinazoline), C(C)OC=C(C(=O)OCC)C(=O)OCC (diethyl ethoxymethylenepropanedioate), O (water), resultant mixture. Run in CN(C=O)C (N,N-dimethylformamide). Run at temperature 110 celsius, time 3 hour. Yields the product C(C)C=1C=C2C(=NC=NC2=CC1)NC=C(C(=O)OCC)C(=O)OCC (diethyl [(6-ethyl-4-quinazolinylamino)methylene]propanedioate). The yield is 66.7%. Reaction SMILES: [NH2:1][C:2]1[C:11]2[C:6](=[CH:7][CH:8]=[C:9]([CH2:12][CH3:13])[CH:10]=2)[N:5]=[CH:4][N:3]=1.C(O[CH:17]=[C:18]([C:24]([O:26][CH2:27][CH3:28])=[O:25])[C:19]([O:21][CH2:22][CH3:23])=[O:20])C.O>CN(C)C=O>[CH2:12]([C:9]1[CH:10]=[C:11]2[C:6](=[CH:7][CH:8]=1)[N:5]=[CH:4][N:3]=[C:2]2[NH:1][CH:17]=[C:18]([C:19]([O:21][CH2:22][CH3:23])=[O:20])[C:24]([O:26][CH2:27][CH3:28])=[O:25])[CH3:13]. Procedure details: A mixture of 4-amino-6-ethylquinazoline (6.35 g) and diethyl ethoxymethylenepropanedioate (9.52 g) in N,N-dimethylformamide (25 ml) was stirred for 3 hours at 110° C. and then cooled to ambient temperature. A small volume of water was added to the resultant mixture to precipitate crystals, which were separated by filtration and washed with water. The crystals were dissolved in chloroform, washed with an aqueous solution saturated with sodium chloride, dried over anhydrous magnesium sulfate and c... Starting materials: OC1(CC(CCC1)C)CNC(=O)C=1C=2C=CC(=NC2C=CC1Cl)Cl (2,6-dichloro-quinoline-5-carboxylic acid (1-hydroxy-3-methyl-cyclohexylmethyl)-amide), C([O-])([O-])=O.[Cs+].[Cs+] (cesium carbonate), CC1(OB(OC1(C)C)C1=CC(CC1)=O)C (3-(4,4,5,5-tetramethyl-[1,3,2]dioxaborolan-2-yl)-cyclopent-2-enone). The reagents and catalysts are C1=CC=C(C=C1)P(C2=CC=CC=C2)[C]3[CH][CH][CH][CH]3.C1=CC=C(C=C1)P(C2=CC=CC=C2)[C]3[CH][CH][CH][CH]3.Cl[Pd]Cl.[Fe] ([1,1-bis(diphenylphosphino)ferrocene]dichloropalladium(II)). Product: OC1(CC(CCC1)C)CNC(=O)C=1C=2C=CC(=NC2C=CC1Cl)C1=CC(CC1)=O (6-Chloro-2-(3-oxo-cyclopent-1-enyl)-quinoline-5-carboxylic acid (1-hydroxy-3-methylcyclo hexyl methyl)-amide). RXN SMILES: [OH:1][C:2]1([CH2:9][NH:10][C:11]([C:13]2[C:14]3[CH:15]=[CH:16][C:17](Cl)=[N:18][C:19]=3[CH:20]=[CH:21][C:22]=2[Cl:23])=[O:12])[CH2:7][CH2:6][CH2:5][CH:4]([CH3:8])[CH2:3]1.C(=O)([O-])[O-].[Cs+].[Cs+].CC1(C)C(C)(C)OB([C:39]2[CH2:43][CH2:42][C:41](=[O:44])[CH:40]=2)O1>C1C=CC(P([C]2[CH][CH][CH][CH]2)C2C=CC=CC=2)=CC=1.C1C=CC(P([C]2[CH][CH][CH][CH]2)C2C=CC=CC=2)=CC=1.Cl[Pd]Cl.[Fe]>[OH:1][C:2]1([CH2:9][NH:10][C:11]([C:13]2[C:14]3[CH:15]=[CH:16][C:17]([C:39]4[CH2:43][CH2:42][C:41](=[O:44])[CH:40]=4)=[N:18][C:19]=3[CH:20]=[CH:21][C:22]=2[Cl:23])=[O:12])[CH2:7][CH2:6][CH2:5][CH:4]([CH3:8])[CH2:3]1 |f:1.2.3,5.6.7.8,^1:50,51,52,53,54,68,69,70,71,72|. Procedure: The title compound was synthesized according to the procedure described in example 125 using 2,6-dichloro-quinoline-5-carboxylic acid (1-hydroxy-3-methyl-cyclohexylmethyl)-amide, cesium carbonate, 3-(4,4,5,5-tetramethyl-[1,3,2]dioxaborolan-2-yl)-cyclopent-2-enone and [1,1-bis(diphenylphosphino)ferrocene]dichloropalladium(II). 1H NMR (400 MHz, DMSO-d6) δ ppm: 8.70 (t, J=6.04 Hz, 1H), 8.28-8.22 (m, 2H), 8.12 (d, J=9.21 Hz, 1H), 7.86 (d, J=9.03 Hz, 1H), 7.13 (t, J=1.64 Hz, 1H), 4.21 (s, 1H), 3.22-3... The reactants are Clc1ccc(-c2cc(CBr)no2)s1, COC(=O)CCc1c[nH]cn1, [K+], [K+], O=C([O-])[O-], CN(C)C=O. Product: COC(=O)CCc1cn(Cc2cc(-c3ccc(Cl)s3)on2)cn1. Reaction SMILES: [Br:18][CH2:19][c:20]1[n:21][o:22][c:23](-[c:25]2[s:26][c:27]([Cl:30])[cH:28][cH:29]2)[cH:24]1.[CH3:1][O:2][C:3]([CH2:4][CH2:5][c:6]1[n:7][cH:8][nH:9][cH:10]1)=[O:11].[K+:12].[K+:13].[O-:14][C:15]([O-:16])=[O:17].[O:31]=[CH:32][N:33]([CH3:34])[CH3:35]>>[CH3:1][O:2][C:3]([CH2:4][CH2:5][c:6]1[n:7][cH:8][n:9]([CH2:19][c:20]2[n:21][o:22][c:23](-[c:25]3[s:26][c:27]([Cl:30])[cH:28][cH:29]3)[cH:24]2)[cH:10]1)=[O:11].